This data is from the Open Reaction Database (ORD), a public repository of structured organic reaction records. The task is: describe an organic reaction: reactants, conditions, products, and yield The reactants are COc1cc2c(Cl)ncnc2cc1OCc1ccccc1, CC(C)O, Nc1cc(O)c(Cl)cc1F, Cl. Yields the product COc1cc2c(Nc3cc(O)c(Cl)cc3F)ncnc2cc1OCc1ccccc1, Cl. RXN SMILES: [CH2:2]([c:3]1[cH:4][cH:5][cH:6][cH:7][cH:8]1)[O:9][c:10]1[c:11]([O:21][CH3:22])[cH:12][c:13]2[c:14]([Cl:20])[n:15][cH:16][n:17][c:18]2[cH:19]1.[CH:33]([OH:34])([CH3:35])[CH3:36].[Cl:23][c:24]1[cH:25][c:26]([F:32])[c:27]([NH2:28])[cH:29][c:30]1[OH:31].[ClH:1]>>[CH2:2]([c:3]1[cH:4][cH:5][cH:6][cH:7][cH:8]1)[O:9][c:10]1[c:11]([O:21][CH3:22])[cH:12][c:13]2[c:14]([NH:28][c:27]3[c:26]([F:32])[cH:25][c:24]([Cl:23])[c:30]([OH:31])[cH:29]3)[n:15][cH:16][n:17][c:18]2[cH:19]1.[ClH:20]. RXN SMILES: [CH:1]1([NH:6][c:7]2[cH:8][cH:9][c:10]([F:30])[c:11]([C:13]34[N:14]=[C:15]([NH:22][C:23](=[O:24])[O:25][C:26]([CH3:27])([CH3:28])[CH3:29])[S:16][CH2:17][CH:18]3[CH2:19][CH2:20][O:21]4)[cH:12]2)[CH2:2][CH2:3][CH2:4][CH2:5]1.[Cl:38][CH2:39][Cl:40].[F:31][C:32]([F:33])([F:34])[C:35]([OH:36])=[O:37]>>[CH:1]1([NH:6][c:7]2[cH:8][cH:9][c:10]([F:30])[c:11]([C:13]34[N:14]=[C:15]([NH2:22])[S:16][CH2:17][CH:18]3[CH2:19][CH2:20][O:21]4)[cH:12]2)[CH2:2][CH2:3][CH2:4][CH2:5]1. Starting materials: CC(C)(C)OC(=O)NC1=NC2(c3cc(NC4CCCC4)ccc3F)OCCC2CS1, ClCCl, O=C(O)C(F)(F)F. Product: NC1=NC2(c3cc(NC4CCCC4)ccc3F)OCCC2CS1. Reactants: NC(CCN(CCCCCCCCN(CC1=CC=CC=C1)CCC(C)N)CC1=CC=CC=C1)C (N,N'-Bis((3-amino)butyl)-N,N'-Bis((phenyl)-methyl)-1,8-octanediamine). The reagents and catalysts are [OH-].[OH-].[Pd+2] (Pd(OH)2 on carbon). Run in C(C)O (ethanol). The product is NC(CCNCCCCCCCCNCCC(C)N)C (N,N'-Bis((3-amino)butyl)-1,8-octanediamine). The yield is 55.5%. Reaction SMILES: [NH2:1][CH:2]([CH3:34])[CH2:3][CH2:4][N:5](CC1C=CC=CC=1)[CH2:6][CH2:7][CH2:8][CH2:9][CH2:10][CH2:11][CH2:12][CH2:13][N:14]([CH2:22][CH2:23][CH:24]([NH2:26])[CH3:25])CC1C=CC=CC=1>[OH-].[OH-].[Pd+2].C(O)C>[NH2:26][CH:24]([CH3:25])[CH2:23][CH2:22][NH:14][CH2:13][CH2:12][CH2:11][CH2:10][CH2:9][CH2:8][CH2:7][CH2:6][NH:5][CH2:4][CH2:3][CH:2]([NH2:1])[CH3:34] |f:1.2.3|. Procedure: Combine 5.0 g (0.01 mol) of the product of Step D, 0.5 g of 20% Pd(OH)2 on carbon (Pearlman's Catalyst), and 50 ml of ethanol and treat the mixture with H2 at 45 lb/in2 in a shaker flask until no more gas is taken up. Remove the catalyst by filtration and remove the solvent at reduced pressure. Subject the residue to short path distillation to yield 1.59 g of the title compound (bp 145°-148° C. at 0.012 mmHg). Reactants: COc1ccc(CCl)cc1, [H-], [H][H], Ic1cn[nH]c1, [Na+], CN(C)C=O. The product is COc1ccc(Cn2cc(I)cn2)cc1. Reaction SMILES: [CH3:11][O:12][c:13]1[cH:14][cH:15][c:16]([CH2:17][Cl:18])[cH:19][cH:20]1.[H-:7].[H:9][H:10].[I:1][c:2]1[cH:3][n:4][nH:5][cH:6]1.[Na+:8].[O:21]=[CH:22][N:23]([CH3:24])[CH3:25]>>[I:1][c:2]1[cH:3][n:4][n:5]([CH2:17][c:16]2[cH:15][cH:14][c:13]([O:12][CH3:11])[cH:20][cH:19]2)[cH:6]1. The reactants are O=C([O-])O, CON, CO, CN1Cc2c(C=O)ncn2-c2cccc(Cl)c2C1=O, Cl, [Na+], O. Yields the product CON=Cc1ncn2c1CN(C)C(=O)c1c(Cl)cccc1-2. As a reaction SMILES: [C:24](=[O:25])([OH:26])[O-:27].[CH3:21][O:22][NH2:23].[CH3:29][OH:30].[Cl:1][c:2]1[cH:3][cH:4][cH:5][c:6]2[c:7]1[C:8](=[O:19])[N:9]([CH3:18])[CH2:10][c:11]1[n:12]-2[cH:13][n:14][c:15]1[CH:16]=[O:17].[ClH:20].[Na+:28].[OH2:31]>>[Cl:1][c:2]1[cH:3][cH:4][cH:5][c:6]2[c:7]1[C:8](=[O:19])[N:9]([CH3:18])[CH2:10][c:11]1[n:12]-2[cH:13][n:14][c:15]1[CH:16]=[N:23][O:22][CH3:21]. The reactants are FC(CC(=O)Cl)=C(F)F (3,4,4-trifluoro-3-butenoyl chloride), NC=1C=C(C(=O)O)C=CC1 (3-aminobenzoic acid), C([O-])(O)=O.[Na+] (sodium bicarbonate), ClCCl (dichloromethane). The solvent is O (water), C(C)(=O)OCC (ethyl acetate), O (water). Conditions: temperature 0 celsius. Yields the product FC(CC(=O)NC=1C=C(C(=O)O)C=CC1)=C(F)F (3-[(3,4,4-trifluoro-1-oxo-3-butenyl)amino]benzoic acid). The yield is 69.4%. Reaction SMILES: [F:1][C:2](=[C:7]([F:9])[F:8])[CH2:3][C:4](Cl)=[O:5].[NH2:10][C:11]1[CH:12]=[C:13]([CH:17]=[CH:18][CH:19]=1)[C:14]([OH:16])=[O:15].C(=O)(O)[O-].[Na+].ClCCl>C(OCC)(=O)C.O>[F:1][C:2](=[C:7]([F:9])[F:8])[CH2:3][C:4]([NH:10][C:11]1[CH:12]=[C:13]([CH:17]=[CH:18][CH:19]=1)[C:14]([OH:16])=[O:15])=[O:5] |f:2.3|. Reported procedure: 2.2 g (0. 0139 mole) 3,4,4-trifluoro-3-butenoyl chloride is added to a mixture of 3-aminobenzoic acid (1.37 g, 0.01 mole), sodium bicarbonate (0.84 g, 0.01 mole), water (20 mL) and dichloromethane (20 mL) with stirring at 0° C. After stirring for 15 min at room temperature, the mixture is diluted with ethyl acetate (100 mL) and water (50 mL). The organic layer is washed with 2N HCl and brine, and dried. The residue obtained after evaporation of the solvent is triturated with dry ether and filter...